From a dataset of the Open Reaction Database (ORD), a public repository of structured organic reaction records. describe an organic reaction: reactants, conditions, products, and yield Starting materials: O=C(Cl)OCc1ccccc1, ClCCl, Nc1cc(F)c(N2CC3OC3C2)c(F)c1, c1ccncc1. The product is O=C(Nc1cc(F)c(N2CC3OC3C2)c(F)c1)OCc1ccccc1. Reaction SMILES: [Cl:22][C:23](=[O:24])[O:25][CH2:26][c:27]1[cH:28][cH:29][cH:30][cH:31][cH:32]1.[Cl:33][CH2:34][Cl:35].[F:1][c:2]1[cH:3][c:4]([NH2:15])[cH:5][c:6]([F:14])[c:7]1[N:8]1[CH2:9][CH:10]2[O:11][CH:12]2[CH2:13]1.[cH:16]1[cH:17][cH:18][n:19][cH:20][cH:21]1>>[F:1][c:2]1[cH:3][c:4]([NH:15][C:23](=[O:24])[O:25][CH2:26][c:27]2[cH:28][cH:29][cH:30][cH:31][cH:32]2)[cH:5][c:6]([F:14])[c:7]1[N:8]1[CH2:9][CH:10]2[O:11][CH:12]2[CH2:13]1.